This data is from the Open Reaction Database (ORD), a public repository of structured organic reaction records. The task is: describe an organic reaction: reactants, conditions, products, and yield Starting materials: ClC1=C2C=CN(C2=CC=C1)[C@H]1[C@H](OC(C)=O)[C@@H](OC(C)=O)[C@H](OC(C)=O)[C@H](O1)COC(C)=O (4-Chloro-1-(2,3,4,6-tetra-O-acetyl-β-D-glucopyranosyl)-indole), O1C2=C(C=C1)C=C(C=C2)C(=O)Cl (benzo[b]furan-5-carbonyl chloride). Yields the product ClC1=C2C(=CN(C2=CC=C1)[C@H]1[C@H](OC(C)=O)[C@@H](OC(C)=O)[C@H](OC(C)=O)[C@H](O1)COC(C)=O)C(=O)C1=CC2=C(OC=C2)C=C1 (benzo[b]furan-5-yl 4-chloro-1-(2,3,4,6-tetra-O-acetyl-β-D-glucopyranosyl)indol-3-yl ketone). As a reaction SMILES: [Cl:1][C:2]1[CH:10]=[CH:9][CH:8]=[C:7]2[C:3]=1[CH:4]=[CH:5][N:6]2[C@@H:11]1[O:28][C@H:27]([CH2:29][O:30][C:31](=[O:33])[CH3:32])[C@@H:22]([O:23][C:24](=[O:26])[CH3:25])[C@H:17]([O:18][C:19](=[O:21])[CH3:20])[C@H:12]1[O:13][C:14](=[O:16])[CH3:15].[O:34]1[CH:38]=[CH:37][C:36]2[CH:39]=[C:40]([C:43](Cl)=[O:44])[CH:41]=[CH:42][C:35]1=2>>[Cl:1][C:2]1[CH:10]=[CH:9][CH:8]=[C:7]2[C:3]=1[C:4]([C:43]([C:40]1[CH:41]=[CH:42][C:35]3[O:34][CH:38]=[CH:37][C:36]=3[CH:39]=1)=[O:44])=[CH:5][N:6]2[C@@H:11]1[O:28][C@H:27]([CH2:29][O:30][C:31](=[O:33])[CH3:32])[C@@H:22]([O:23][C:24](=[O:26])[CH3:25])[C@H:17]([O:18][C:19](=[O:21])[CH3:20])[C@H:12]1[O:13][C:14](=[O:16])[CH3:15]. Procedure details: 4-Chloro-1-(2,3,4,6-tetra-O-acetyl-β-D-glucopyranosyl)-indole obtained in Example 1-(3) and benzo[b]furan-5-carbonyl chloride were treated in a manner similar to Example 2-(4) to give benzo[b]furan-5-yl 4-chloro-1-(2,3,4,6-tetra-O-acetyl-β-D-glucopyranosyl)indol-3-yl ketone as a colorless powder. APCI-Mass m/Z 626/628 (M+H). 1H-NMR (DMSO-d6) δ 1.74 (s, 3H), 1.97 (s, 3H), 1.98 (s, 3H), 2.03 (s, 3H), 4.10-4.11 (m, 2H), 4.30 (dt, J=9.9, 4.2 Hz, 1H), 5.27 (t, J=9.9 Hz, 1H), 5.54 (t, J=9.6 Hz, 1H), 5...